Dataset: the Open Reaction Database (ORD), a public repository of structured organic reaction records. Task: describe an organic reaction: reactants, conditions, products, and yield The reactants are C(C)(C)(C)OC(=O)N1[C@@H](CCC1)COC1=CC=C(C=C1)OCC1=CC=CC=C1 ((S)-2-(4-Benzyloxy-phenoxymethyl)-pyrrolidine-1-carboxylic acid tert-butyl ester). The reagents and catalysts are [Pd] (Pd on carbon). Solvent: CCO.C1CCOC1 (EtOH THF). Product: C(C)(C)(C)OC(=O)N1[C@@H](CCC1)COC1=CC=C(C=C1)O ((S)-2-(4-Hydroxy-phenoxymethyl)-pyrrolidine-1-carboxylic acid tert-butyl ester). Isolated yield 70.2%. RXN SMILES: [C:1]([O:5][C:6]([N:8]1[CH2:12][CH2:11][CH2:10][C@H:9]1[CH2:13][O:14][C:15]1[CH:20]=[CH:19][C:18]([O:21]CC2C=CC=CC=2)=[CH:17][CH:16]=1)=[O:7])([CH3:4])([CH3:3])[CH3:2]>CCO.C1COCC1.[Pd]>[C:1]([O:5][C:6]([N:8]1[CH2:12][CH2:11][CH2:10][C@H:9]1[CH2:13][O:14][C:15]1[CH:20]=[CH:19][C:18]([OH:21])=[CH:17][CH:16]=1)=[O:7])([CH3:4])([CH3:2])[CH3:3] |f:1.2|. Procedure: Product from step 1 (1.2 g, 3.13 mmol) in EtOH/THF (10 mL/25 mL) was treated with 10% Pd on carbon (1.0 g) over period of 16 h at rt under H2 balloon. Reaction Mixture was filtered through Celite and concentrated under reduced pressure. The crude mixture was purified by silica gel flash chromatography (20% EtOAc/Hexane) to obtain the title product (645 mg, 70%). The reactants are FC1=CC=C(C=C1)C=1C(=NC=NC1N1CCNCC1)N (5-(4-Fluoro-phenyl)-6-piperazin-1-yl-pyrimidin-4-ylamine), FC(C=1C=C(C=O)C=CC1)(F)F (3-trifluoromethyl-benzaldehyde), C[Si](C)(C)C#N (trimethylsilyl cyanide). Solvent: C(C)#N (acetonitrile). The product is NC1=C(C(=NC=N1)N1CCN(CC1)C(C#N)C1=CC(=CC=C1)C(F)(F)F)C1=CC=C(C=C1)F ({4-[6-Amino-5-(4-fluoro-phenyl)-pyrimidin-4-yl]-piperazin-1-yl}-(3-trifluoromethyl-phenyl)-acetonitrile). As a reaction SMILES: [F:1][C:2]1[CH:7]=[CH:6][C:5]([C:8]2[C:9]([NH2:20])=[N:10][CH:11]=[N:12][C:13]=2[N:14]2[CH2:19][CH2:18][NH:17][CH2:16][CH2:15]2)=[CH:4][CH:3]=1.[F:21][C:22]([F:32])([F:31])[C:23]1[CH:24]=[C:25]([CH:28]=[CH:29][CH:30]=1)[CH:26]=O.C[Si]([C:37]#[N:38])(C)C>C(#N)C>[NH2:20][C:9]1[N:10]=[CH:11][N:12]=[C:13]([N:14]2[CH2:19][CH2:18][N:17]([CH:26]([C:25]3[CH:28]=[CH:29][CH:30]=[C:23]([C:22]([F:32])([F:31])[F:21])[CH:24]=3)[C:37]#[N:38])[CH2:16][CH2:15]2)[C:8]=1[C:5]1[CH:6]=[CH:7][C:2]([F:1])=[CH:3][CH:4]=1. Procedure details: In a round bottom flask equipped with a stir bar was dissolved 5-(4-Fluoro-phenyl)-6-piperazin-1-yl-pyrimidin-4-ylamine (1 eq) and 3-trifluoromethyl-benzaldehyde (1.05 eq) in acetonitrile. The vial was sealed with a rubber septa, then evacuated and backfilled with argon. To this sealed vessel was added trimethylsilyl cyanide (1.05 eq) and the reaction was allowed to stir at room temperature until complete. The reaction is quenched by addition of an equal amount of ammonium chloride (saturated, a... Reactants: NC(=O)c1cc(Br)cc2c(C3CCN(S(=O)(=O)CCCCl)CC3)n[nH]c12, CNC, [I-], [K+], [K+], [Na+], O=C([O-])[O-], CN(C)C=O. Product: CN(C)CCCS(=O)(=O)N1CCC(c2n[nH]c3c(C(N)=O)cc(Br)cc23)CC1. As a reaction SMILES: [Br:1][c:2]1[cH:3][c:4]2[c:5]([CH:14]3[CH2:15][CH2:16][N:17]([S:20](=[O:21])(=[O:22])[CH2:23][CH2:24][CH2:25][Cl:26])[CH2:18][CH2:19]3)[n:6][nH:7][c:8]2[c:9]([C:11](=[O:12])[NH2:13])[cH:10]1.[CH3:35][NH:36][CH3:37].[I-:34].[K+:27].[K+:28].[Na+:33].[O-:29][C:30]([O-:31])=[O:32].[O:38]=[CH:39][N:40]([CH3:41])[CH3:42]>>[Br:1][c:2]1[cH:3][c:4]2[c:5]([CH:14]3[CH2:15][CH2:16][N:17]([S:20](=[O:21])(=[O:22])[CH2:23][CH2:24][CH2:25][N:36]([CH3:35])[CH3:37])[CH2:18][CH2:19]3)[n:6][nH:7][c:8]2[c:9]([C:11](=[O:12])[NH2:13])[cH:10]1. Starting materials: O=C([O-])[O-], CCO, CCOC(C)=O, ClCc1ccccc1, Cl, [K+], [K+], O, O=C(O)C(O)Cc1ccc(O)cc1. Product: O=C(O)C(O)Cc1ccc(OCc2ccccc2)cc1. As a reaction SMILES: [C:22](=[O:23])([O-:24])[O-:25].[CH3:29][CH2:30][OH:31].[CH3:32][CH2:33][O:34][C:35](=[O:36])[CH3:37].[Cl:14][CH2:15][c:16]1[cH:17][cH:18][cH:19][cH:20][cH:21]1.[ClH:28].[K+:26].[K+:27].[OH2:38].[OH:1][CH:2]([C:3](=[O:4])[OH:5])[CH2:6][c:7]1[cH:8][cH:9][c:10]([OH:13])[cH:11][cH:12]1>>[OH:1][CH:2]([C:3](=[O:4])[OH:5])[CH2:6][c:7]1[cH:8][cH:9][c:10]([O:13][CH2:15][c:16]2[cH:17][cH:18][cH:19][cH:20][cH:21]2)[cH:11][cH:12]1. Starting materials: S1C(=CC=C1)CN1C(C2=CC=CC=C2C1=O)=O (2-Thiophene-2-ylmethyl-isoindole-1,3-dione), [BH4-].[Na+] (sodium borohydride). Solvent: CO (methanol). Conditions: temperature 0 celsius, time 2 hour. Product: OC1N(C(C2=CC=CC=C12)=O)CC=1SC=CC1 (3-Hydroxy-2-thiophen-2-ylmethyl-2,3-dihydro-isoindol-1-one). Yield: 86.6%. As a reaction SMILES: [S:1]1[CH:5]=[CH:4][CH:3]=[C:2]1[CH2:6][N:7]1[C:15](=[O:16])[C:14]2[C:9](=[CH:10][CH:11]=[CH:12][CH:13]=2)[C:8]1=[O:17].[BH4-].[Na+]>CO>[OH:16][CH:15]1[C:14]2[C:9](=[CH:10][CH:11]=[CH:12][CH:13]=2)[C:8](=[O:17])[N:7]1[CH2:6][C:2]1[S:1][CH:5]=[CH:4][CH:3]=1 |f:1.2|. Procedure: To a suspension of 11 (700 mg, 2.88 mmol) in methanol (15 mL) at 0° C. was added sodium borohydride (164 mg, 4.32 mmol) and the resulting reaction mixture was allowed to stir at 0° C. for 2 hours. The reaction mixture was concentrated in vacuo to remove methanol and the residue was taken up in ethyl acetate and poured onto 1N HCl and extracted with ethyl acetate (3×30 mL). The combined ethyl acetate extracts were dried over anhydrous sodium sulfate and concentrated in vacuo to provide 612 mg of ... Starting materials: CCNCc1cc(C(F)(F)F)ccc1-c1cncc(CC(=O)OCC)c1, CCOc1cc(OCC)nc(CC(=O)O)n1. Yields the product CCOC(=O)Cc1cncc(-c2ccc(C(F)(F)F)cc2CN(CC)C(=O)Cc2nc(OCC)cc(OCC)n2)c1. Reaction SMILES: [CH2:1]([CH3:2])[O:3][C:4]([CH2:5][c:6]1[cH:7][n:8][cH:9][c:10](-[c:12]2[c:13]([CH2:22][NH:23][CH2:24][CH3:25])[cH:14][c:15]([C:18]([F:19])([F:20])[F:21])[cH:16][cH:17]2)[cH:11]1)=[O:26].[CH2:27]([CH3:28])[O:29][c:30]1[n:31][c:32]([CH2:39][C:40](=[O:41])[OH:42])[n:33][c:34]([O:36][CH2:37][CH3:38])[cH:35]1>>[CH2:1]([CH3:2])[O:3][C:4]([CH2:5][c:6]1[cH:7][n:8][cH:9][c:10](-[c:12]2[c:13]([CH2:22][N:23]([CH2:24][CH3:25])[C:40]([CH2:39][c:32]3[n:31][c:30]([O:29][CH2:27][CH3:28])[cH:35][c:34]([O:36][CH2:37][CH3:38])[n:33]3)=[O:41])[cH:14][c:15]([C:18]([F:19])([F:20])[F:21])[cH:16][cH:17]2)[cH:11]1)=[O:26]. Reaction SMILES: F[C:2]1[CH:9]=[CH:8][CH:7]=[CH:6][C:3]=1[C:4]#[N:5].[C:10](=[O:13])([O-])[O-:11].[K+].[K+].C1O[CH2:32][CH2:31]OCCOCCOCCOCCOC1.[CH3:34][N:35]([CH3:38])C=O>C(OCC)(=O)C>[C:4]([C:3]1[CH:6]=[CH:7][CH:8]=[CH:9][C:2]=1[N:35]1[C:38]2[C:6](=[C:3]([CH3:4])[CH:2]=[CH:9][CH:8]=2)[CH:7]=[C:34]1[C:10]([O:11][CH2:31][CH3:32])=[O:13])#[N:5] |f:1.2.3|. Starting materials: compound, FC1=C(C#N)C=CC=C1 (2-fluorobenzonitrile), C([O-])([O-])=O.[K+].[K+] (potassium carbonate), C1COCCOCCOCCOCCOCCO1 (18-Crown-6), CN(C=O)C (dimethylformamide), C1COCCOCCOCCOCCOCCO1 (18-Crown-6), FC1=C(C#N)C=CC=C1 (2-fluorobenzonitrile). Solvent: C(C)(=O)OCC (ethyl acetate). Yields the product C(#N)C1=C(C=CC=C1)N1C(=CC2=C(C=CC=C12)C)C(=O)OCC (1-(2-Cyanophenyl)-4-methyl-1H-indole-2-carboxylic acid, ethyl ester). Yield: 50.0%. Procedure details: A mixture of the title 2 compound (2.710 g, 13.334 mmol, 1 eq), 2-fluorobenzonitrile (6.460 g, 50.336 mmol, 4 eq), potassium carbonate (3.686 g, 26.668 mmol, 2 eq), 18-Crown-6 (881 mg, 3.334 mmol, 0.25 eq) and dimethylformamide (13.33 mL, 1M) was stirred at 150° C. for a total of 31 hours. At 14 hours, more 2-fluorobenzonitrile (2.232 g, 18.429 mmol, 1.38 eq) was added and at 17 hours, additional 18-Crown-6 (400 mg, 0.113 eq) was added. The mixture was cooled and diluted with ethyl acetate. Afte... Run at temperature 150 celsius, time 31 hour.